From a dataset of the Open Reaction Database (ORD), a public repository of structured organic reaction records. describe an organic reaction: reactants, conditions, products, and yield Reactants: Cc1ccc(N(C(=O)c2ccco2)C2CCN(CCC3(CC(=O)NOC(C)(C)C)CCCCC3)CC2)nc1, O=C(O)C(F)(F)F. Product: Cc1ccc(N(C(=O)c2ccco2)C2CCN(CCC3(CC(=O)NO)CCCCC3)CC2)nc1. RXN SMILES: [CH3:1][c:2]1[cH:3][cH:4][c:5]([N:8]([C:9](=[O:10])[c:11]2[o:12][cH:13][cH:14][cH:15]2)[CH:16]2[CH2:17][CH2:18][N:19]([CH2:22][CH2:23][C:24]3([CH2:30][C:31](=[O:32])[NH:33][O:34][C:35]([CH3:36])([CH3:37])[CH3:38])[CH2:25][CH2:26][CH2:27][CH2:28][CH2:29]3)[CH2:20][CH2:21]2)[n:6][cH:7]1.[OH:39][C:40]([C:41]([F:42])([F:43])[F:44])=[O:45]>>[CH3:1][c:2]1[cH:3][cH:4][c:5]([N:8]([C:9](=[O:10])[c:11]2[o:12][cH:13][cH:14][cH:15]2)[CH:16]2[CH2:17][CH2:18][N:19]([CH2:22][CH2:23][C:24]3([CH2:30][C:31](=[O:32])[NH:33][OH:34])[CH2:25][CH2:26][CH2:27][CH2:28][CH2:29]3)[CH2:20][CH2:21]2)[n:6][cH:7]1. Reactants: CS(=O)C (DMSO), C(=O)(C(=O)Cl)Cl ((COCl)2), TEA, C(C1=CC=CC=C1)N1C(CCCC1)CCO (2-(1-Benzylpiperidin-2-yl)ethanol). Run in C(Cl)Cl (DCM), C(Cl)Cl (DCM), C(Cl)Cl (DCM). Conditions: time 20 minute. Product: C(C1=CC=CC=C1)N1C(CCCC1)CC=O ((1-Benzylpiperidin-2-yl)acetaldehyde). RXN SMILES: CS(C)=O.C(Cl)(C(Cl)=O)=O.[CH2:11]([N:18]1[CH2:23][CH2:22][CH2:21][CH2:20][CH:19]1[CH2:24][CH2:25][OH:26])[C:12]1[CH:17]=[CH:16][CH:15]=[CH:14][CH:13]=1>C(Cl)Cl>[CH2:11]([N:18]1[CH2:23][CH2:22][CH2:21][CH2:20][CH:19]1[CH2:24][CH:25]=[O:26])[C:12]1[CH:17]=[CH:16][CH:15]=[CH:14][CH:13]=1. Procedure details: To a stirred solution of DMSO (5.84 mL, 82.2 mmol) in dry DCM (220 mL) was added (COCl)2 (3.55 mL, 41.1 mmol) at −78° C. and the mixture stirred at same temperature for 20 minutes. A solution of compound 49 (6 g, 27.4 mmol) in DCM (30 mL) was then added slowly and the reaction mixture was stirred at −78° C. for 1 hour. TEA (13.8 mL, 137 mmol) was added at −78° C. and the reaction mixture was stirred and allowed to come to rt. The reaction mixture was diluted with DCM and the organic layer was wa... Reactants: C(C)(C)(C)NS(=O)(=O)C=1C=C(C=NC1)C=1C=CC=2N(C1)N=C(N2)NC(NCCNC(OC(C)(C)C)=O)=O (tert-butyl 2-(3-(6-(5-(N-tert-butylsulfamoyl)pyridin-3-yl)-[1,2,4]triazolo[1,5-a]pyridin-2-yl)ureido)ethylcarbamate), C(Cl)Cl (DCM). The solvent is Cl (HCl). Product: NCCNC(NC1=NN2C(C=CC(=C2)C=2C=C(C=NC2)S(=O)(=O)NC(C)(C)C)=N1)=O (5-(2-(3-(2-aminoethyl)ureido)-[1,2,4]triazolo[1,5-a]pyridin-6-yl)-N-tert-butylpyridine-3-sulfonamide). Isolated yield 73.9%. Reaction SMILES: [C:1]([NH:5][S:6]([C:9]1[CH:10]=[C:11]([C:15]2[CH:16]=[CH:17][C:18]3[N:19]([N:21]=[C:22]([NH:24][C:25](=[O:37])[NH:26][CH2:27][CH2:28][NH:29]C(=O)OC(C)(C)C)[N:23]=3)[CH:20]=2)[CH:12]=[N:13][CH:14]=1)(=[O:8])=[O:7])([CH3:4])([CH3:3])[CH3:2].C(Cl)Cl>Cl>[NH2:29][CH2:28][CH2:27][NH:26][C:25](=[O:37])[NH:24][C:22]1[N:23]=[C:18]2[CH:17]=[CH:16][C:15]([C:11]3[CH:10]=[C:9]([S:6]([NH:5][C:1]([CH3:2])([CH3:3])[CH3:4])(=[O:8])=[O:7])[CH:14]=[N:13][CH:12]=3)=[CH:20][N:19]2[N:21]=1. Procedure details: tert-butyl 2-(3-(6-(5-(N-tert-butylsulfamoyl)pyridin-3-yl)-[1,2,4]triazolo[1,5-a]pyridin-2-yl)ureido)ethylcarbamate (35 mg) was suspended in HCl (4M in dioxane, 2 mL) and DCM (2 mL) and the reaction mixture stirred overnight at room temperature. After this time the reaction mixture was pippetted slowly onto diethyl ether at −78° C. and maintained at this temperature for 20 minutes. The resultant white solid was filtered, washed with further diethyl ether and dried under vacuum to afford the titl... Starting materials: CC1=CC=C(C=C1)C1=NC=C(C#N)C=C1C1=CC=CC=C1 (6-(4-methylphenyl)-5-phenylnicotinonitrile), C1CC(=O)N(C1=O)Br (NBS), C(C1=CC=CC=C1)(=O)OOC(C1=CC=CC=C1)=O (benzoyl peroxide). The product is BrCC1=CC=C(C=C1)C1=NC=C(C#N)C=C1C1=CC=CC=C1 (6-[4-(bromomethyl)phenyl]-5-phenylnicotinonitrile). RXN SMILES: [CH3:1][C:2]1[CH:7]=[CH:6][C:5]([C:8]2[C:15]([C:16]3[CH:21]=[CH:20][CH:19]=[CH:18][CH:17]=3)=[CH:14][C:11]([C:12]#[N:13])=[CH:10][N:9]=2)=[CH:4][CH:3]=1.C1C(=O)N([Br:29])C(=O)C1.C(OOC(=O)C1C=CC=CC=1)(=O)C1C=CC=CC=1>>[Br:29][CH2:1][C:2]1[CH:3]=[CH:4][C:5]([C:8]2[C:15]([C:16]3[CH:21]=[CH:20][CH:19]=[CH:18][CH:17]=3)=[CH:14][C:11]([C:12]#[N:13])=[CH:10][N:9]=2)=[CH:6][CH:7]=1. Reported procedure: To a mixture of 6-(4-methylphenyl)-5-phenylnicotinonitrile (0.250 g, 0.925 mmol) in CDCl3 (6 mL) was added NBS (0.173 g, 0.971 mmol) and benzoyl peroxide (0.045 g, 0.185 mmol). The reaction was heated to reflux for 15 hr. The reaction mixture was then cooled and concentrated to give crude 6-[4-(bromomethyl)phenyl]-5-phenylnicotinonitrile. LRMS m/z (M+H) calcd: 348.9, found: 348.9. Starting materials: BrC1=CC=C(C=C1)CC=O (4-bromophenylacetaldehyde), C(CO)O (ethylene glycol), O (water). The reagents and catalysts are O.C1(=CC=C(C=C1)S(=O)(=O)O)C (p-toluenesulfonic acid monohydrate). Run in C1(=CC=CC=C1)C (toluene). The product is BrC1=CC=C(C=C1)CC1OCCO1 (2-[(4-Bromophenyl)methyl]-1,3-dioxolane). Isolated yield 55.1%. Reaction SMILES: [Br:1][C:2]1[CH:7]=[CH:6][C:5]([CH2:8][CH:9]=[O:10])=[CH:4][CH:3]=1.[CH2:11](O)[CH2:12][OH:13].O>C1(C)C=CC=CC=1.O.C1(C)C=CC(S(O)(=O)=O)=CC=1>[Br:1][C:2]1[CH:7]=[CH:6][C:5]([CH2:8][CH:9]2[O:13][CH2:12][CH2:11][O:10]2)=[CH:4][CH:3]=1 |f:4.5|. Reported procedure: A solution of 4-bromophenylacetaldehyde from Step 1 (44.5 g, 224 mmol), ethylene glycol (13.7 mL, 246 mmol) and p-toluenesulfonic acid monohydrate (85 mg, 0.45 mmol) in toluene (300 mL) was refluxed for 3 h with concomitant Dean-Stark water trapping. The reaction mixture was then washed successively with 5% aqueous NaHCO3 (2×), water and brine, dried (MgSO4) and concentrated. The residue was distilled under reduced pressure (bp 110°-115° C./0.5 mmHg) to afford the title compound as a colorless l...